From a dataset of the Open Reaction Database (ORD), a public repository of structured organic reaction records. describe an organic reaction: reactants, conditions, products, and yield Reactants: C=O, [Li]CCCC, CC1(C)C=CC(=O)CC1, CCCCCC, CC(C)NC(C)C, Cl, C1CCOC1. Yields the product CC1(C)C=CC(=O)C(CO)C1. Reaction SMILES: [CH2:22]=[O:23].[CH2:8]([Li:9])[CH2:10][CH2:11][CH3:12].[CH3:13][C:14]1([CH3:21])[CH:15]=[CH:16][C:17](=[O:20])[CH2:18][CH2:19]1.[CH3:30][CH2:31][CH2:32][CH2:33][CH2:34][CH3:35].[CH:1]([NH:2][CH:3]([CH3:4])[CH3:5])([CH3:6])[CH3:7].[ClH:24].[O:25]1[CH2:26][CH2:27][CH2:28][CH2:29]1>>[CH3:13][C:14]1([CH3:21])[CH:15]=[CH:16][C:17](=[O:20])[CH:18]([CH2:22][OH:23])[CH2:19]1. Starting materials: [Al+3].[Cl-].[Cl-].[Cl-] (AlCl3), C1(CCCC2=CC=CC=C12)=O (tetralone), BrBr (Br2), ice water. The solvent is C(=O)(O)[O-].[Na+] (NaHCO3). Conditions: temperature 90 celsius. The product is BrC1=C2CCCC(C2=CC=C1)=O (5-Bromo-1-tetralone). The yield is 44.3%. Reaction SMILES: [Al+3].[Cl-].[Cl-].[Cl-].[C:5]1(=[O:15])[C:14]2[C:9](=[CH:10][CH:11]=[CH:12][CH:13]=2)[CH2:8][CH2:7][CH2:6]1.[Br:16]Br>C([O-])(O)=O.[Na+]>[Br:16][C:10]1[CH:11]=[CH:12][CH:13]=[C:14]2[C:9]=1[CH2:8][CH2:7][CH2:6][C:5]2=[O:15] |f:0.1.2.3,6.7|. Reported procedure: (Cornelius, L. A. H.; Combs, D. W. Synthetic Communications 1994, 24(19), 2777-2788) Into a round bottom flask kept at 0° C., AlCl3 (19.6 g, 146.8 mmol) was added and the reaction system was put under nitrogen. 8 mL of tetralone (8.62 g, 58.9 mmol) were added during a 10-minute period, at which point, the reaction mixture was heated in an oil bath at 90° C. for about 45 minutes before adding 3.6 mL of Br2 (11.2 g, 70.1 mmol). The reaction mixture was stirred at 90° C. for an hour before 30 mL of... Starting materials: COC([C@@H](NC(C1=C(C=C(C=C1)C=CC=1C=NC=CC1)C1=CC=CC=C1)=O)CCSC)=O ({4-[2-(pyrid-3-yl)ethenyl]-2-phenylbenzoyl}methionine methyl ester), [OH-].[Na+] (sodium hydroxide). Solvent: CO (methanol). Reaction conditions: time 14 hour. Product: [Na+].N1=CC(=CC=C1)C=CC1=CC(=C(C(=O)N[C@@H](CCSC)C(=O)[O-])C=C1)C1=CC=CC=C1 ({4-[2-(pyrid-3-yl)ethenyl]-2-phenylbenzoyl}methionine sodium salt). Yield: 100.0%. RXN SMILES: C[O:2][C:3](=[O:32])[C@H:4]([CH2:28][CH2:29][S:30][CH3:31])[NH:5][C:6](=[O:27])[C:7]1[CH:12]=[CH:11][C:10]([CH:13]=[CH:14][C:15]2[CH:16]=[N:17][CH:18]=[CH:19][CH:20]=2)=[CH:9][C:8]=1[C:21]1[CH:26]=[CH:25][CH:24]=[CH:23][CH:22]=1.[OH-].[Na+:34]>CO>[Na+:34].[N:17]1[CH:18]=[CH:19][CH:20]=[C:15]([CH:14]=[CH:13][C:10]2[CH:11]=[CH:12][C:7]([C:6]([NH:5][C@H:4]([C:3]([O-:32])=[O:2])[CH2:28][CH2:29][S:30][CH3:31])=[O:27])=[C:8]([C:21]3[CH:26]=[CH:25][CH:24]=[CH:23][CH:22]=3)[CH:9]=2)[CH:16]=1 |f:1.2,4.5|. Procedure details: To a solution of the {4-[2-(pyrid-3-yl)ethenyl]-2-phenylbenzoyl}methionine methyl ester prepared in Example 210 (136 mg, 0.304 mmol) in methanol (2 mL) was added a solution of sodium hydroxide (0.979 N, 0.334 mL). After 14 hours, the solvent was evaporated in vacuo to give {4-[2-(pyrid-3-yl)ethenyl]-2-phenylbenzoyl}methionine sodium salt (141 mg, 100%). 1H NMR (300 MHz, DMSO-d6) δ 8.90 (d, 1H), 8.46 (dd, 1H), 8.07 (dt, 1H), 7.64 (m, 2H), 7.50-7.35 (m, 10H), 3.78 (m, 1H), 2.10 (m, 2H), 1.98 (s, 3...